describe an organic reaction: reactants, conditions, products, and yield From a dataset of the Open Reaction Database (ORD), a public repository of structured organic reaction records. The product is CC(NC(=O)c1ccccc1)C(C)C(=O)O. The reactants are CCOC(=O)C(C)C(C)NC(=O)c1ccccc1, CO, [Li+], [OH-], O. RXN SMILES: [C:1]([c:2]1[cH:3][cH:4][cH:5][cH:6][cH:7]1)(=[O:8])[NH:9][CH:10]([CH:11]([C:12](=[O:13])[O:14][CH2:15][CH3:16])[CH3:17])[CH3:18].[CH3:21][OH:22].[Li+:19].[OH-:20].[OH2:23]>>[C:1]([c:2]1[cH:3][cH:4][cH:5][cH:6][cH:7]1)(=[O:8])[NH:9][CH:10]([CH:11]([C:12](=[O:13])[OH:14])[CH3:17])[CH3:18]. Reactants: C(C(C)C)Br (isobutyl bromide), C(C(C)C)Br (isobutyl bromide), BrC=1C(=NNC1)C=1C(=C(C=CC1F)NS(=O)(=O)C1=C(C=CC(=C1)F)F)F (N-[3-(4-bromo-1H-pyrazol-3-yl)-2,4-difluorophenyl]-2,5-difluorobenzene-sulfonamide). Reagents/catalysts: [Br-].C(CCC)[N+](CCCC)(CCCC)CCCC (tetrabutylammonium bromide), [Br-].C(CCC)[N+](CCCC)(CCCC)CCCC (tetrabutylammonium bromide). Run in [OH-].[Na+] (sodium hydroxide), ClCCl (dichloromethane). Conditions: time 2 hour. Product: BrC=1C=NN(C1C=1C(=C(C=CC1F)NS(=O)(=O)C1=C(C=CC(=C1)F)F)F)CC(C)C (N-{3-[4-bromo-1-(2-methyl propyl)-1H-pyrazol-5-yl]-2,4-difluorophenyl}-2,5-difluoro-benzenesulfonamide). RXN SMILES: [CH2:1](Br)[CH:2]([CH3:4])[CH3:3].[Br:6][C:7]1[C:8]([C:12]2[C:13]([F:31])=[C:14]([NH:19][S:20]([C:23]3[CH:28]=[C:27]([F:29])[CH:26]=[CH:25][C:24]=3[F:30])(=[O:22])=[O:21])[CH:15]=[CH:16][C:17]=2[F:18])=[N:9][NH:10][CH:11]=1>ClCCl.[Br-].C([N+](CCCC)(CCCC)CCCC)CCC.[OH-].[Na+]>[Br:6][C:7]1[CH:11]=[N:10][N:9]([CH2:1][CH:2]([CH3:4])[CH3:3])[C:8]=1[C:12]1[C:13]([F:31])=[C:14]([NH:19][S:20]([C:23]2[CH:28]=[C:27]([F:29])[CH:26]=[CH:25][C:24]=2[F:30])(=[O:22])=[O:21])[CH:15]=[CH:16][C:17]=1[F:18] |f:3.4,5.6|. Reported procedure: To the residue, dissolved in dichloromethane (10 mL), isobutyl bromide (1 mL, 9 mmol) and tetrabutylammonium bromide (0.16 g, 0.5 mmol) in 7 N sodium hydroxide (10 mL) were added and the mixture was vigorously stirred at room temperature. After 2 h, only N-[3-(4-bromo-1H-pyrazol-3-yl)-2,4-difluorophenyl]-2,5-difluorobenzene-sulfonamide was present. Upon addition of more isobutyl bromide (3 mL, 27 mmol) and tetrabutylammonium bromide (0.45 g, 1.4 mmol) and after 18 h additional stirring the react...